This data is from the Open Reaction Database (ORD), a public repository of structured organic reaction records. The task is: describe an organic reaction: reactants, conditions, products, and yield Reactants: O=C1CCC(=O)N1Br, CCOC(=O)C1(c2ccc(-c3ccc(-c4cc(C)no4)cc3)cc2)CC1, CC(=O)O. Product: CCOC(=O)C1(c2ccc(-c3ccc(-c4onc(C)c4Br)cc3)cc2)CC1. Reaction SMILES: [Br:27][N:28]1[C:29](=[O:30])[CH2:31][CH2:32][C:33]1=[O:34].[CH2:1]([CH3:2])[O:3][C:4](=[O:5])[C:6]1([c:9]2[cH:10][cH:11][c:12](-[c:15]3[cH:16][cH:17][c:18](-[c:21]4[cH:22][c:23]([CH3:26])[n:24][o:25]4)[cH:19][cH:20]3)[cH:13][cH:14]2)[CH2:7][CH2:8]1.[CH3:35][C:36](=[O:37])[OH:38]>>[CH2:1]([CH3:2])[O:3][C:4](=[O:5])[C:6]1([c:9]2[cH:10][cH:11][c:12](-[c:15]3[cH:16][cH:17][c:18](-[c:21]4[c:22]([Br:27])[c:23]([CH3:26])[n:24][o:25]4)[cH:19][cH:20]3)[cH:13][cH:14]2)[CH2:7][CH2:8]1. Starting materials: COc1ccc(C(=O)Nc2c[nH]c3ncc(Br)c(N4CCCC(NC(=O)OC(C)(C)C)C4)c23)cc1F, ClCCl, Cl, O=C(O)C(F)(F)F. Yields the product COc1ccc(C(=O)Nc2c[nH]c3ncc(Br)c(N4CCCC(N)C4)c23)cc1F, Cl. Reaction SMILES: [Br:1][c:2]1[c:3]([N:23]2[CH2:24][CH:25]([NH:29][C:30](=[O:31])[O:32][C:33]([CH3:34])([CH3:35])[CH3:36])[CH2:26][CH2:27][CH2:28]2)[c:4]2[c:5]([n:6][cH:7]1)[nH:8][cH:9][c:10]2[NH:11][C:12]([c:13]1[cH:14][c:15]([F:21])[c:16]([O:19][CH3:20])[cH:17][cH:18]1)=[O:22].[Cl:45][CH2:46][Cl:47].[ClH:44].[F:37][C:38]([F:39])([F:40])[C:41]([OH:42])=[O:43]>>[Br:1][c:2]1[c:3]([N:23]2[CH2:24][CH:25]([NH2:29])[CH2:26][CH2:27][CH2:28]2)[c:4]2[c:5]([n:6][cH:7]1)[nH:8][cH:9][c:10]2[NH:11][C:12]([c:13]1[cH:14][c:15]([F:21])[c:16]([O:19][CH3:20])[cH:17][cH:18]1)=[O:22].[ClH:44].